describe an organic reaction: reactants, conditions, products, and yield From a dataset of the Open Reaction Database (ORD), a public repository of structured organic reaction records. Starting materials: CS(=O)(=O)N1CCC(=CC1)C=1C=C2C(=CN1)OC(C2)C2CCNCC2 (5-(1-methanesulfonyl-1,2,3,6-tetrahydro-pyridin-4-yl)-2-piperidin-4-yl-2,3-dihydro-furo[2,3-c]pyridine), ClC1=NC=C(C=N1)CC (2-chloro-5-ethylpyrimidine). Product: C(C)C=1C=NC(=NC1)N1CCC(CC1)C1CC=2C(=CN=C(C2)C=2CCN(CC2)S(=O)(=O)C)O1 (2-[1-(5-Ethyl-pyrimidin-2-yl)-piperidin-4-yl]-5-(1-methanesulfonyl-1,2,3,6-tetrahydro-Pyridin-4-yl)-2,3-dihydro-furo[2,3-c]pyridine). As a reaction SMILES: [CH3:1][S:2]([N:5]1[CH2:10][CH:9]=[C:8]([C:11]2[CH:12]=[C:13]3[CH2:19][CH:18]([CH:20]4[CH2:25][CH2:24][NH:23][CH2:22][CH2:21]4)[O:17][C:14]3=[CH:15][N:16]=2)[CH2:7][CH2:6]1)(=[O:4])=[O:3].Cl[C:27]1[N:32]=[CH:31][C:30]([CH2:33][CH3:34])=[CH:29][N:28]=1>>[CH2:33]([C:30]1[CH:29]=[N:28][C:27]([N:23]2[CH2:24][CH2:25][CH:20]([CH:18]3[O:17][C:14]4=[CH:15][N:16]=[C:11]([C:8]5[CH2:9][CH2:10][N:5]([S:2]([CH3:1])(=[O:3])=[O:4])[CH2:6][CH:7]=5)[CH:12]=[C:13]4[CH2:19]3)[CH2:21][CH2:22]2)=[N:32][CH:31]=1)[CH3:34]. Procedure: The title compound is prepared from 5-(1-methanesulfonyl-1,2,3,6-tetrahydro-pyridin-4-yl)-2-piperidin-4-yl-2,3-dihydro-furo[2,3-c]pyridine and 2-chloro-5-ethylpyrimidine following a procedure analogous to that described in Example 1. LC (method 5): tR=0.91 min; Mass spectrum (ESI+): m/z=470 [M+H]+. Starting materials: CN(C1=C(C=CC=C1)CC(=O)O)C (2-dimethylaminophenylacetic acid), Cl.C1(=CC=CC=C1)C1([C@@H]2CNC[C@@H]2[C@H](CC1)F)C1=CC=CC=C1 ((3aR, 7S, 7aR)-4,4-diphenyl-7-fluoroperhydroisoindole hydrochloride). The product is CN(C1=C(C=CC=C1)CC(=O)N1C[C@@H]2[C@H](CCC([C@@H]2C1)(C1=CC=CC=C1)C1=CC=CC=C1)F)C ((3aR, 7S, 7aR)-2-[(2-dimethylaminophenyl)acetyl]4,4-diphenyl-7-fluoroperhydroisoindole). Isolated yield 27.0%. Reaction SMILES: [CH3:1][N:2]([CH3:13])[C:3]1[CH:8]=[CH:7][CH:6]=[CH:5][C:4]=1[CH2:9][C:10]([OH:12])=O.Cl.[C:15]1([C:21]2([C:31]3[CH:36]=[CH:35][CH:34]=[CH:33][CH:32]=3)[CH2:29][CH2:28][C@H:27]([F:30])[C@@H:26]3[C@H:22]2[CH2:23][NH:24][CH2:25]3)[CH:20]=[CH:19][CH:18]=[CH:17][CH:16]=1>>[CH3:13][N:2]([CH3:1])[C:3]1[CH:8]=[CH:7][CH:6]=[CH:5][C:4]=1[CH2:9][C:10]([N:24]1[CH2:23][C@@H:22]2[C@@H:26]([C@@H:27]([F:30])[CH2:28][CH2:29][C:21]2([C:15]2[CH:20]=[CH:19][CH:18]=[CH:17][CH:16]=2)[C:31]2[CH:36]=[CH:35][CH:34]=[CH:33][CH:32]=2)[CH2:25]1)=[O:12] |f:1.2|. Reported procedure: By carrying out the procedure as in Example 9 below, using 0.16 g of 2-dimethylaminophenylacetic acid and 0.30 g of (3aR, 7S, 7aR)-4,4-diphenyl-7-fluoroperhydroisoindole hydrochloride, 0.11 g of (3aR, 7S, 7aR)-2-[(2-dimethylaminophenyl)acetyl]4,4-diphenyl-7-fluoroperhydroisoindole is obtained in the form of a white meringue. Procedure: To a solution of 2 g of (S)-2-Benzyloxycarbonylamino-hexanedioic acid 6-tert-butyl ester dicyclohexyl-ammonium salt, 1.7 g of NEM and 1.2 g of TOTU in 6 ml of DMF, 0.62 g of Piperazine-1-carboxylic acid ethyl ester was added at RT and stirred for 16 h. The reaction mixture was diluted saturated aqueous sodium hydrogen carbonate solution and extracted with 150 ml of ethyl acetate. The organic phase was dried over MgSO4 and the solvents were removed under reduced pressure. The crude product was pu... Reactants: C(O)([O-])=O.[Na+] (sodium hydrogen carbonate), C1(CCCCC1)[NH2+]C1CCCCC1.C(C)(C)(C)OC(CCC[C@@H](C(=O)[O-])NC(=O)OCC1=CC=CC=C1)=O ((S)-2-Benzyloxycarbonylamino-hexanedioic acid 6-tert-butyl ester dicyclohexyl-ammonium salt), [B-](F)(F)(F)F.CCOC(=O)C(=NOC(=[N+](C)C)N(C)C)C#N (TOTU), C(C)OC(=O)N1CCNCC1 (Piperazine-1-carboxylic acid ethyl ester). Product: C(C)OC(=O)N1CCN(CC1)C([C@H](CCCC(=O)OC(C)(C)C)NC(=O)OCC1=CC=CC=C1)=O (4-((S)-2-Benzyloxycarbonylamino-5-tert-butoxycarbonyl-pentanoyl)-piperazine-1-carboxylic acid ethyl ester). Conditions: time 16 hour. RXN SMILES: C1([NH2+]C2CCCCC2)CCCCC1.[C:14]([O:18][C:19](=[O:38])[CH2:20][CH2:21][CH2:22][C@H:23]([NH:27][C:28]([O:30][CH2:31][C:32]1[CH:37]=[CH:36][CH:35]=[CH:34][CH:33]=1)=[O:29])[C:24]([O-:26])=O)([CH3:17])([CH3:16])[CH3:15].[B-](F)(F)(F)F.CCOC(C(C#N)=NOC(N(C)C)=[N+](C)C)=O.[CH2:61]([O:63][C:64]([N:66]1[CH2:71][CH2:70][NH:69][CH2:68][CH2:67]1)=[O:65])[CH3:62].C(=O)([O-])O.[Na+]>CN(C=O)C>[CH2:61]([O:63][C:64]([N:66]1[CH2:67][CH2:68][N:69]([C:24](=[O:26])[C@@H:23]([NH:27][C:28]([O:30][CH2:31][C:32]2[CH:37]=[CH:36][CH:35]=[CH:34][CH:33]=2)=[O:29])[CH2:22][CH2:21][CH2:20][C:19]([O:18][C:14]([CH3:15])([CH3:16])[CH3:17])=[O:38])[CH2:70][CH2:71]1)=[O:65])[CH3:62] |f:0.1,2.3,5.6|. The solvent is CN(C)C=O (DMF). The reactants are NC1=CC=C(C=C1)O (4-aminophenol), [OH-].[K+] (potassium hydroxide), BrCCCC1=C(C2=CC=3C(=C(C(=CC4=C(C(=C(N4)C=C4C(=C(C(C=C1N2)=N4)CCCBr)C)C)CC)N3)C)CC)C (13,17-bis-(3-bromopropyl)-3,8-diethyl-2,7,12,18-tetramethylporphyrin). The solvent is CN(C=O)C (dimethylformamide). Run at time 30 hour. Product: NC1=CC=C(C=C1)OCCCC1=C(C2=CC=3C(=C(C(=CC4=C(C(=C(N4)C=C4C(=C(C(C=C1N2)=N4)CCCOC4=CC=C(C=C4)N)C)C)CC)N3)C)CC)C (13,17-Bis-[4-(4-aminophenyl)-4-oxabutyl]-3,8-diethyl-2,7,12,18-tetramethylporphyrin). RXN SMILES: [NH2:1][C:2]1[CH:7]=[CH:6][C:5]([OH:8])=[CH:4][CH:3]=1.[OH-:9].[K+].Br[CH2:12][CH2:13][CH2:14][C:15]1[C:35]2[NH:36][C:17](=[CH:18][C:19]3[C:20]([CH2:48][CH3:49])=[C:21]([CH3:47])[C:22]([N:46]=3)=[CH:23][C:24]3[NH:28][C:27]([CH:29]=[C:30]4[N:37]=[C:33]([CH:34]=2)[C:32]([CH2:38][CH2:39][CH2:40]Br)=[C:31]4[CH3:42])=[C:26]([CH3:43])[C:25]=3[CH2:44][CH3:45])[C:16]=1[CH3:50]>CN(C)C=O>[NH2:1][C:2]1[CH:7]=[CH:6][C:5]([O:8][CH2:12][CH2:13][CH2:14][C:15]2[C:35]3[NH:36][C:17](=[CH:18][C:19]4[C:20]([CH2:48][CH3:49])=[C:21]([CH3:47])[C:22]([N:46]=4)=[CH:23][C:24]4[NH:28][C:27]([CH:29]=[C:30]5[N:37]=[C:33]([CH:34]=3)[C:32]([CH2:38][CH2:39][CH2:40][O:9][C:5]3[CH:6]=[CH:7][C:2]([NH2:1])=[CH:3][CH:4]=3)=[C:31]5[CH3:42])=[C:26]([CH3:43])[C:25]=4[CH2:44][CH3:45])[C:16]=2[CH3:50])=[CH:4][CH:3]=1 |f:1.2|. Procedure details: 3.28 g (30.10 mmol) of 4-aminophenol and 1.69 g (30.10 mmol) of powdered potassium hydroxide are stirred in 50 ml of anhydrous dimethylformamide under argon for 30 minutes at room temperature and then mixed with 2.00 g (3.01 mmol) of 13,17-bis-(3-bromopropyl)-3,8-diethyl-2,7,12,18-tetramethylporphyrin (CA RN 112635-99-1). After 30 hours of stirring at room temperature, it is filtered, substantially concentrated by evaporation in a vacuum, the residue is taken up in methylene chloride and shaken ... Starting materials: BrC1=CC=C(C2=NN(N=C21)C2=CC=NC=C2)Br (4,7-dibromo-2-(pyridin-4-yl)-2H-benzo[d][1,2,3]triazole), C(CCCCC)C1(C2=CC(=CC=C2C=2C=CC(=CC12)B(O)O)B(O)O)CCCCCC (9,9-dihexylfluorene-2,7-diboronic acid), C([O-])([O-])=O.[Na+].[Na+] (sodium carbonate), C([O-])([O-])=O.[Na+].[Na+] (sodium carbonate), BrC1=CC=C(C=C1)CCCC (1-bromo-4-butylbenzene). The reagents and catalysts are C=1C=CC(=CC1)[P](C=2C=CC=CC2)(C=3C=CC=CC3)[Pd]([P](C=4C=CC=CC4)(C=5C=CC=CC5)C=6C=CC=CC6)([P](C=7C=CC=CC7)(C=8C=CC=CC8)C=9C=CC=CC9)[P](C=1C=CC=CC1)(C=1C=CC=CC1)C=1C=CC=CC1 (tetrakis(triphenylphosphine)palladium), C=1C=CC(=CC1)[P](C=2C=CC=CC2)(C=3C=CC=CC3)[Pd]([P](C=4C=CC=CC4)(C=5C=CC=CC5)C=6C=CC=CC6)([P](C=7C=CC=CC7)(C=8C=CC=CC8)C=9C=CC=CC9)[P](C=1C=CC=CC1)(C=1C=CC=CC1)C=1C=CC=CC1 (tetrakis(triphenylphosphine)palladium). Solvent: O (water), C1(=CC=CC=C1)C (toluene), C(CCC)O (n-butanol), O (water), O (water). Conditions: temperature 110 celsius, time 48 hour. Yields the product BrC1=CC=C(C=2C1=NN(N2)C2=CC=NC=C2)C2=CC=1C(C3=CC(=CC=C3C1C=C2)C2=CC=C(C1=NN(N=C12)C1=CC=NC=C1)Br)(CCCCCC)CCCCCC (2,7-bis(7-bromo-2-(pyridin-4-yl)-2H-benzo[d][1,2,3]triazol-4-yl)-9,9-dihexylfluorene). The yield is 10.4%. RXN SMILES: Br[C:2]1[C:10]2[C:6](=[N:7][N:8]([C:11]3[CH:16]=[CH:15][N:14]=[CH:13][CH:12]=3)[N:9]=2)[C:5]([Br:17])=[CH:4][CH:3]=1.[CH2:18]([C:24]1([CH2:43][CH2:44][CH2:45][CH2:46][CH2:47][CH3:48])[C:36]2[CH:35]=[C:34](B(O)O)[CH:33]=[CH:32][C:31]=2[C:30]2[C:25]1=[CH:26][C:27](B(O)O)=[CH:28][CH:29]=2)[CH2:19][CH2:20][CH2:21][CH2:22][CH3:23].C(=O)([O-])[O-].[Na+].[Na+].[Br:55][C:56]1[CH:61]=[CH:60][C:59](CCCC)=[CH:58][CH:57]=1>O.C1C=CC([P]([Pd]([P](C2C=CC=CC=2)(C2C=CC=CC=2)C2C=CC=CC=2)([P](C2C=CC=CC=2)(C2C=CC=CC=2)C2C=CC=CC=2)[P](C2C=CC=CC=2)(C2C=CC=CC=2)C2C=CC=CC=2)(C2C=CC=CC=2)C2C=CC=CC=2)=CC=1.C1(C)C=CC=CC=1.C(O)CCC>[Br:17][C:5]1[C:6]2=[N:7][N:8]([C:11]3[CH:16]=[CH:15][N:14]=[CH:13][CH:12]=3)[N:9]=[C:10]2[C:2]([C:27]2[CH:28]=[CH:29][C:30]3[C:31]4[C:36](=[CH:35][C:34]([C:59]5[C:58]6[C:57](=[N:7][N:8]([C:11]7[CH:16]=[CH:15][N:14]=[CH:13][CH:12]=7)[N:9]=6)[C:56]([Br:55])=[CH:61][CH:60]=5)=[CH:33][CH:32]=4)[C:24]([CH2:18][CH2:19][CH2:20][CH2:21][CH2:22][CH3:23])([CH2:43][CH2:44][CH2:45][CH2:46][CH2:47][CH3:48])[C:25]=3[CH:26]=2)=[CH:3][CH:4]=1 |f:2.3.4,^1:70,72,91,110|. Procedure details: A mixture of Intermediate A (3.52 g, 10 mmol), 9,9-dihexylfluorene-2,7-diboronic acid (1.90 g, 4.5 mmol), sodium carbonate (2.12 g, 20 mmol) in water (10 mL), tetrakis(triphenylphosphine)palladium (0) (1.00 g, 0.86 mmol), n-butanol (80 mL), and toluene (20 mL) was stirred and heated under argon at 110° C. After 48 hours, 1-bromo-4-butylbenzene (3.0 mL, 17 mmol) was added followed by sodium carbonate (2.12 g, 20 mmol) in water (10 mL) and tetrakis(triphenylphosphine)palladium (0) (1.00 g, 0.86 mm... Starting materials: O(C1=CC=CC=C1)CCSCC=1C=C(C=CC1)C1=CC=C(C=C1)C(=O)O (3′-(2-Phenoxy-ethylsulfanylmethyl)-biphenyl-4-carboxylic acid), 1,1-carbonyldiimidazole, CN(CCN)C (N,N-dimethylethylenediamine), 41-(2-phenoxy-ethylsulfanylmethyl)-biphenyl-3-carboxylic acid (3-dimethylamino-propyl)-amide. Run in C1CCOC1 (THF). Product: CN(CCNC(=O)C1=CC=C(C=C1)C1=CC(=CC=C1)CSCCOC1=CC=CC=C1)C (3′-(2-Phenoxy-ethylsulfanylmethyl)-biphenyl-4-carboxylic acid (2-dimethylamino-ethyl)-amide). RXN SMILES: [O:1]([CH2:8][CH2:9][S:10][CH2:11][C:12]1[CH:13]=[C:14]([C:18]2[CH:23]=[CH:22][C:21]([C:24](O)=[O:25])=[CH:20][CH:19]=2)[CH:15]=[CH:16][CH:17]=1)[C:2]1[CH:7]=[CH:6][CH:5]=[CH:4][CH:3]=1.[CH3:27][N:28]([CH3:32])[CH2:29][CH2:30][NH2:31]>C1COCC1>[CH3:27][N:28]([CH3:32])[CH2:29][CH2:30][NH:31][C:24]([C:21]1[CH:22]=[CH:23][C:18]([C:14]2[CH:15]=[CH:16][CH:17]=[C:12]([CH2:11][S:10][CH2:9][CH2:8][O:1][C:2]3[CH:7]=[CH:6][CH:5]=[CH:4][CH:3]=3)[CH:13]=2)=[CH:19][CH:20]=1)=[O:25]. Procedure: 3′-(2-Phenoxy-ethylsulfanylmethyl)-biphenyl-4-carboxylic acid (2-dimethylamino-ethyl)-amide was synthesized as described for 41-(2-phenoxy-ethylsulfanylmethyl)-biphenyl-3-carboxylic acid (3-dimethylamino-propyl)-amide. 3′-(2-Phenoxy-ethylsulfanylmethyl)-biphenyl-4-carboxylic acid (0.80 g, 2.19 mmol, 1 eq.) in anhydrous THF was treated with 1,1-carbonyldiimidazole (0.36 g, 2.23 mmol, 1.02 eq.) and N,N-dimethylethylenediamine (0.23 g, 2.63 mmol, 1.2 eq.). When complete, the reaction was worked up ... Starting materials: S=C(c1ncc[nH]1)c1ncc[nH]1, CC#N, Nc1ccc(Cl)cn1. Yields the product S=C=Nc1ccc(Cl)cn1. RXN SMILES: [C:9](=[S:10])([c:11]1[nH:12][cH:13][cH:14][n:15]1)[c:16]1[nH:17][cH:18][cH:19][n:20]1.[CH3:21][C:22]#[N:23].[NH2:1][c:2]1[n:3][cH:4][c:5]([Cl:8])[cH:6][cH:7]1>>[N:1]([c:2]1[n:3][cH:4][c:5]([Cl:8])[cH:6][cH:7]1)=[C:9]=[S:10]. The reactants are resultant solution, C(C)N(CC)S(F)(F)F ((Diethylamino)sulfur trifluoride), [Si](C1=CC=CC=C1)(C1=CC=CC=C1)(C(C)(C)C)O[C@@H]1C\C(\C[C@H](C1=C)O)=C/C(=O)OC (methyl (2Z)-((3R,5R)-3-{[tert-butyl(diphenyl)silyl]oxy}-5-hydroxy-4-methylenecyclohexylidene)acetate). The solvent is ClCCl (dichloromethane). Conditions: time 30 minute. The product is [Si](C1=CC=CC=C1)(C1=CC=CC=C1)(C(C)(C)C)O[C@@H]1C/C(/C[C@@H](C1=C)F)=C\C(=O)OC (methyl (2E)-((3R,5S)-3-{[tert-butyl(diphenyl)silyl]oxy}-5-fluoro-4-methylenecyclohexylidene)acetate). As a reaction SMILES: [Si:1]([O:18][C@H:19]1[C:24](=[CH2:25])[C@H:23](O)[CH2:22]/[C:21](=[CH:27]/[C:28]([O:30][CH3:31])=[O:29])/[CH2:20]1)([C:14]([CH3:17])([CH3:16])[CH3:15])([C:8]1[CH:13]=[CH:12][CH:11]=[CH:10][CH:9]=1)[C:2]1[CH:7]=[CH:6][CH:5]=[CH:4][CH:3]=1.C(N(S(F)(F)[F:38])CC)C>ClCCl>[Si:1]([O:18][C@H:19]1[C:24](=[CH2:25])[C@@H:23]([F:38])[CH2:22]/[C:21](=[CH:27]/[C:28]([O:30][CH3:31])=[O:29])/[CH2:20]1)([C:14]([CH3:17])([CH3:16])[CH3:15])([C:8]1[CH:13]=[CH:12][CH:11]=[CH:10][CH:9]=1)[C:2]1[CH:7]=[CH:6][CH:5]=[CH:4][CH:3]=1. Procedure: The compound of Example 18A (600 mg, 0.23 mmol) was dissolved in 2.4 mL of dichloromethane, and the resultant solution was cooled to −78° C. (Diethylamino)sulfur trifluoride (DAST, 0.6 mL) was added; the mixture was stirred for 30 minutes, and then quenched by addition of saturated aqueous sodium bicarbonate solution. The mixture was warmed to ambient temperature; the organic phase was dried over Na2SO4. The solvents were removed in vacuo; the residue was purified by chromatography on an Analogi...